From a dataset of the Open Reaction Database (ORD), a public repository of structured organic reaction records. describe an organic reaction: reactants, conditions, products, and yield The reactants are CC(CN)CC1=CC=CC=C1 (2-methyl-3-phenylpropylamine), C1(CCC(CC1)=O)C1=CC2=C(NC(O2)=O)C=C1 (6-(4-cyclohexanonyl)benzoxazolin-2-one). Yields the product CC(CN[C@@H]1CC[C@H](CC1)C1=CC2=C(NC(O2)=O)C=C1)CC1=CC=CC=C1 (6-{trans-[4-(2-methyl-3-phenylpropylamino)-cyclohexyl]}-3H-benzoxazol-2-one). Yield: 27.6%. As a reaction SMILES: [CH3:1][CH:2]([CH2:5][C:6]1[CH:11]=[CH:10][CH:9]=[CH:8][CH:7]=1)[CH2:3][NH2:4].[CH:12]1([C:19]2[CH:28]=[CH:27][C:22]3[NH:23][C:24](=[O:26])[O:25][C:21]=3[CH:20]=2)[CH2:17][CH2:16][C:15](=O)[CH2:14][CH2:13]1>>[CH3:1][CH:2]([CH2:5][C:6]1[CH:11]=[CH:10][CH:9]=[CH:8][CH:7]=1)[CH2:3][NH:4][C@H:15]1[CH2:16][CH2:17][C@H:12]([C:19]2[CH:28]=[CH:27][C:22]3[NH:23][C:24](=[O:26])[O:25][C:21]=3[CH:20]=2)[CH2:13][CH2:14]1. Procedure: Condensation of 2-methyl-3-phenylpropylamine (830 mg, 3.97 mmol) and ketone 5 (918 mg, 3.97 mmol), following the procedure described in Example 1, gave compound 6-{trans-[4-(2-methyl-3-phenylpropylamino)-cyclohexyl]}-3H-benzoxazol-2-one (400 mg, 48%): 1H NMR (500 MHz, DMSO-d6): δ 7.32-7.21 (m, 2H), 7.19-7.17 (m, 4H), 7.03-6.98 (m, 2H), 2.77 (dd, J=13, 6 Hz, 1H), 2.55-2.34 (m, 7H), 1.99-1.97 (m, 2H), 1.84-1.80 (m, 2H), 1.50-1.47 (m, 2H), 1.18-1.05 (m, 2H), 0.88 (d, J=6 Hz, 3H). Starting materials: O.C1(=CC=C(C=C1)S(=O)(=O)O)C (p-toluensulfonic acid monohydrate), FC1=C(CN2N=C(N=C2C#N)C2=NC=CC=C2)C=CC=C1 (1-(2-fluorobenzyl)-3-(pyridin-2-yl)-1H-1,2,4-triazole-5-carbonitrile), C([O-])([O-])=O.[K+].[K+] (potassium carbonate), Cl.NO (hydroxylamine hydrochloride). The solvent is CO (methanol), C(C)(=O)OCC (ethyl acetate). Run at temperature 70 celsius. Product: FC1=C(CN2N=C(N=C2C2=NOC=N2)C2=NC=CC=C2)C=CC=C1 (3-(1-(2-fluorobenzyl)-3-(pyridin-2-yl)-1H-1,2,4-triazol-5-yl)-1,2,4-oxadiazole). As a reaction SMILES: [F:1][C:2]1[CH:21]=[CH:20][CH:19]=[CH:18][C:3]=1[CH2:4][N:5]1[C:9]([C:10]#[N:11])=[N:8][C:7]([C:12]2[CH:17]=[CH:16][CH:15]=[CH:14][N:13]=2)=[N:6]1.[C:22](=[O:25])([O-])[O-].[K+].[K+].Cl.[NH2:29]O.O.C1(C)C=CC(S(O)(=O)=O)=CC=1>CO.C(OCC)(=O)C>[F:1][C:2]1[CH:21]=[CH:20][CH:19]=[CH:18][C:3]=1[CH2:4][N:5]1[C:9]([C:10]2[N:29]=[CH:22][O:25][N:11]=2)=[N:8][C:7]([C:12]2[CH:17]=[CH:16][CH:15]=[CH:14][N:13]=2)=[N:6]1 |f:1.2.3,4.5,6.7|. Procedure: To a solution of 1-(2-fluorobenzyl)-3-(pyridin-2-yl)-1H-1,2,4-triazole-5-carbonitrile (I-33, e.g., about 100 mg, 0.358 mmol) and potassium carbonate (e.g., about 198 mg, 1.43 mmol) in methanol (e.g., about 3.6 mL) is added hydroxylamine hydrochloride (e.g., about 75 mg, 1.1 mmol). The solution is heated to about 70° C. for about 1.25 h, at which point the solution is diluted with ethyl acetate (e.g., about 20 mL) and the solids are filtered off through a cotton plug. The solvent is removed in va... Reactants: CNCCC(O)c1ccccc1, CC1(C)CCCC(C)(C)N1, CC#N, Fc1ccc(Cl)cc1CBr. Product: CN(CCC(O)c1ccccc1)Cc1cc(Cl)ccc1F. RXN SMILES: [CH3:11][NH:12][CH2:13][CH2:14][CH:15]([c:16]1[cH:17][cH:18][cH:19][cH:20][cH:21]1)[OH:22].[CH3:23][C:24]1([CH3:25])[CH2:26][CH2:27][CH2:28][C:29]([CH3:30])([CH3:31])[NH:32]1.[CH3:33][C:34]#[N:35].[Cl:1][c:2]1[cH:3][cH:4][c:5]([F:10])[c:6]([CH2:7][Br:8])[cH:9]1>>[Cl:1][c:2]1[cH:3][cH:4][c:5]([F:10])[c:6]([CH2:7][N:12]([CH3:11])[CH2:13][CH2:14][CH:15]([c:16]2[cH:17][cH:18][cH:19][cH:20][cH:21]2)[OH:22])[cH:9]1.